From a dataset of the Open Reaction Database (ORD), a public repository of structured organic reaction records. describe an organic reaction: reactants, conditions, products, and yield Reactants: C(C)OC(=O)C1=CN2C3=C(C=CC=C3C1=O)CCC2 (1-Oxo-6,7-dihydro-1H,5H-pyrido[3,2,1-ij]quinoline-2-carboxylic acid ethyl ester), BrBr (bromine), BrBr (bromine). Run in O (H2O), C(C)(=O)O (acetic acid). Conditions: time 24 hour. The product is C(C)OC(=O)C1=CN2C3=C(C=C(C=C3C1=O)Br)CCC2 (9-Bromo-1-oxo-6,7-dihydro-1H,5H-pyrido[3,2,1-ij]quinoline-2-carboxylic acid ethyl ester). The yield is 134.1%. RXN SMILES: [CH2:1]([O:3][C:4]([C:6]1[C:15](=[O:16])[C:14]2[C:9]3=[C:10]([CH2:17][CH2:18][CH2:19][N:8]3[CH:7]=1)[CH:11]=[CH:12][CH:13]=2)=[O:5])[CH3:2].[Br:20]Br>C(O)(=O)C.O>[CH2:1]([O:3][C:4]([C:6]1[C:15](=[O:16])[C:14]2[C:9]3=[C:10]([CH2:17][CH2:18][CH2:19][N:8]3[CH:7]=1)[CH:11]=[C:12]([Br:20])[CH:13]=2)=[O:5])[CH3:2]. Procedure: To the solution of 1-Oxo-6,7-dihydro-1H,5H-pyrido[3,2,1-ij]quinoline-2-carboxylic acid ethyl ester (7.5 g, 29 mmol) in glacial acetic acid (120 mL) was added bromine (1.6 ml, 32 mmol). The mixture was stirred over night at room temperature, and new portion of bromine (1.6 mL, 32 mmol) was added. After 24 h, reaction mixture was diluted with 100 mL of H2O and pH was adjusted to 2.9. Precipitate was filtered and dried. The crude product was precipitated from CH2Cl2/Diisoprophylether and dried in v... Starting materials: OC1=CC=CC=2CCCSC21 (8-hydroxy-3,4-dihydro-2H-1-benzothiopyran), [OH-].[Na+] (sodium hydroxide), BrC(C)Br (Dibromoethane). The reagents and catalysts are [Br-].C(CCC)[N+](CCCC)(CCCC)CCCC (Tetrabutylammonium bromide). The solvent is C(C)#N (acetonitrile). Conditions: time 24 hour. Yields the product BrCCOC1=CC=CC=2CCCSC21 (8-(2-Bromoethoxy)-3,4-dihydro-2H-1-benzothiopyran). Reaction SMILES: [OH:1][C:2]1[C:11]2[S:10][CH2:9][CH2:8][CH2:7][C:6]=2[CH:5]=[CH:4][CH:3]=1.[OH-].[Na+].[Br:14][CH:15](Br)[CH3:16]>[Br-].C([N+](CCCC)(CCCC)CCCC)CCC.C(#N)C>[Br:14][CH2:15][CH2:16][O:1][C:2]1[C:11]2[S:10][CH2:9][CH2:8][CH2:7][C:6]=2[CH:5]=[CH:4][CH:3]=1 |f:1.2,4.5|. Procedure: Tetrabutylammonium bromide (1.94 g 6 mmol; 0.2 eq.), phase-transfer agent, is added to a heterogeneous mixture composed of 8-hydroxy-3,4-dihydro-2H-1-benzothiopyran (5 g; 30 mmol), acetonitrile (30 ml) and a 1.6N sodium hydroxide solution (28.3 ml; 45 mmol; 1.5 eq.). Dibromoethane (10 ml; 60 mmol; 1.5 eq.) is added after 30 minutes' stirring, the stirring being continued for 24 hours at 30° C. Concentration of the various phases under reduced pressure at 25° C. is followed by extraction of the p...